Dataset: the Open Reaction Database (ORD), a public repository of structured organic reaction records. Task: describe an organic reaction: reactants, conditions, products, and yield Starting materials: C(C)(=O)C1=C(N=C(S1)NC(C1=C(C=CC(=C1)Cl)OC)=O)C (N-(5-acetyl-4-methylthiazol-2-yl)-5-chloro-2-methoxybenzamide), BrCCCC (1-bromobutane), CC(C)([O-])C.[K+] (potassium t-butoxide). Run in CN(C=O)C (N,N-dimethylformamide). Run at time 20 hour. Yields the product C(C)(=O)C1=C(N(/C(/S1)=N/C(C1=C(C=CC(=C1)Cl)OC)=O)CCCC)C ((Z)—N-(5-acetyl-3-butyl-4-methylthiazol-2(3H)-ylidene)-5-chloro-2-methoxybenzamide). RXN SMILES: [C:1]([C:4]1[S:8][C:7]([NH:9][C:10](=[O:20])[C:11]2[CH:16]=[C:15]([Cl:17])[CH:14]=[CH:13][C:12]=2[O:18][CH3:19])=[N:6][C:5]=1[CH3:21])(=[O:3])[CH3:2].Br[CH2:23][CH2:24][CH2:25][CH3:26].CC(C)([O-])C.[K+]>CN(C)C=O>[C:1]([C:4]1[S:8]/[C:7](=[N:9]\[C:10](=[O:20])[C:11]2[CH:16]=[C:15]([Cl:17])[CH:14]=[CH:13][C:12]=2[O:18][CH3:19])/[N:6]([CH2:23][CH2:24][CH2:25][CH3:26])[C:5]=1[CH3:21])(=[O:3])[CH3:2] |f:2.3|. Procedure details: A mixture of Example 238A (0.40 g, 1.2 mmol), 1-bromobutane (0.16 mL, 1.5 mmol), and potassium t-butoxide (0.22 g, 1.9 mmol) in 5 mL N,N-dimethylformamide was warmed to 65° C. and stirred for 20 hours. The mixture was cooled to ambient temperature quenched with 5 mL of saturated aqueous NH4Cl and diluted with 5 mL of ethyl acetate. The layers were separated and the aqueous phase was extracted twice with 5 mL of ethyl acetate. The combined organic extracts were dried over anhydrous Na2SO4, filter... The reactants are C(C=C)OC(=O)N1[C@@H](C[C@H](C1)OS(=O)(=O)C)CN1C(CN(CC1)C=O)=O ((2S,4R)-1-allyloxycarbonyl-2-(4-formyl-2-oxopiperazin-1-yl) methyl-4-(methanesulfonyloxy)pyrrolidine), Cl (hydrochloric acid), [Na] (sodium), solution. Run in CO (methanol). Reaction conditions: temperature 5 celsius. Yields the product C(C=C)OC(=O)N1[C@@H](C[C@H](C1)OS(=O)(=O)C)CN1C(CNCC1)=O ((2S,4R)-1-allyloxycarbonyl-2-(2-oxopiperazin-1-yl) methyl-4-(methanesulfonyloxy)pyrrolidine). The yield is 49.6%. Reaction SMILES: [CH2:1]([O:4][C:5]([N:7]1[CH2:11][C@H:10]([O:12][S:13]([CH3:16])(=[O:15])=[O:14])[CH2:9][C@H:8]1[CH2:17][N:18]1[CH2:23][CH2:22][N:21](C=O)[CH2:20][C:19]1=[O:26])=[O:6])[CH:2]=[CH2:3].Cl.[Na]>CO>[CH2:1]([O:4][C:5]([N:7]1[CH2:11][C@H:10]([O:12][S:13]([CH3:16])(=[O:15])=[O:14])[CH2:9][C@H:8]1[CH2:17][N:18]1[CH2:23][CH2:22][NH:21][CH2:20][C:19]1=[O:26])=[O:6])[CH:2]=[CH2:3] |^1:27|. Procedure details: To a solution of (2S,4R)-1-allyloxycarbonyl-2-(4-formyl-2-oxopiperazin-1-yl) methyl-4-(methanesulfonyloxy)pyrrolidine (14.2 g) in methanol (60 ml) was added conc. hydrochloric acid (12.2 ml) under ice cooling with stirring, and the mixture was stirred at the same temperature for 10 hours. The mixture was cooled to 5° C. and 28% sodium methoxidemethanol solution (28.2 ml) was added to it. The mixture was filtered, and the filtrate was evaporated in vacuo. To the residue was added chloroform. The ... The reactants are NC1=C2N=CN(C2=NC(=N1)Cl)CC1=CC=CC=C1 (6-Amino-9-benzyl-2-chloropurine), C(CC)N (propylamine), [OH-].[Na+] (sodium hydroxide). Run in CO (methanol). Yields the product NC1=C2N=CN(C2=NC(=N1)NCCC)CC1=CC=CC=C1 (6-Amino-9-benzyl-2-propylaminopurine). The yield is 91.1%. RXN SMILES: [NH2:1][C:2]1[N:10]=[C:9](Cl)[N:8]=[C:7]2[C:3]=1[N:4]=[CH:5][N:6]2[CH2:12][C:13]1[CH:18]=[CH:17][CH:16]=[CH:15][CH:14]=1.[CH2:19]([NH2:22])[CH2:20][CH3:21].[OH-].[Na+]>CO>[NH2:1][C:2]1[N:10]=[C:9]([NH:22][CH2:19][CH2:20][CH3:21])[N:8]=[C:7]2[C:3]=1[N:4]=[CH:5][N:6]2[CH2:12][C:13]1[CH:18]=[CH:17][CH:16]=[CH:15][CH:14]=1 |f:2.3|. Procedure: 6-Amino-9-benzyl-2-chloropurine (10 mg, 0.385 mmol) and propylamine (228 mg, 3.85 mmol) in methanol (50 ml) were heated at 120° C. for 10 hours in autoclave. The reaction mixture was condensed in vacuo and to the residue was added 5N aqueous sodium hydroxide, followed by extraction with chloroform. The organic layer was dried on sodium sulfate, filtered and the solvent in the filtrate was evaporated in vacuo. The residue was purified with silica gel chromatography (2% methanol/chloroform) to giv... As a reaction SMILES: [C:23]([O:24][CH:25]([CH3:26])[CH3:27])(=[O:28])[CH3:29].[Cl:1][c:2]1[cH:3][cH:4][c:5]([CH2:8][CH:9]([CH:10]([CH3:11])[N:12]=[N+:13]=[N-:14])[c:15]2[cH:16][c:17]([C:21]#[N:22])[cH:18][cH:19][cH:20]2)[cH:6][cH:7]1>>[Cl:1][c:2]1[cH:3][cH:4][c:5]([CH2:8][CH:9]([CH:10]([CH3:11])[NH2:12])[c:15]2[cH:16][c:17]([C:21]#[N:22])[cH:18][cH:19][cH:20]2)[cH:6][cH:7]1. Starting materials: CC(=O)OC(C)C, CC(N=[N+]=[N-])C(Cc1ccc(Cl)cc1)c1cccc(C#N)c1. The product is CC(N)C(Cc1ccc(Cl)cc1)c1cccc(C#N)c1. Starting materials: C1(=CC=CC=C1)O (phenol), [Si](Cl)(Cl)(Cl)Cl (silicon tetrachloride), Cl (hydrogen chloride). Conditions: time 1.5 hour. Yields the product Cl[Si].C1(=CC=CC=C1)O (phenol chlorosilicon). RXN SMILES: [C:1]1([OH:7])[CH:6]=[CH:5][CH:4]=[CH:3][CH:2]=1.[Si:8](Cl)(Cl)(Cl)[Cl:9].Cl>>[Cl:9][Si:8].[C:1]1([OH:7])[CH:6]=[CH:5][CH:4]=[CH:3][CH:2]=1 |f:3.4|. Procedure: One mol of fine granular hydrated silica, 1 mol of phenol and 1 mol of silicon tetrachloride are slowly added simultaneously while agitating for 1 to 2 hours; hydrogen chloride is evolved and the reaction is complete in 2 to 8 hours, thereby producing a phenol chlorosilicon acid reaction product. To this resinous product, 1 mol of 2-toluenesulphonic acid is slowly added while agitating for 1 to 2 hours; the reaction is complete in 2 to 8 hours, thereby producing toluene sulphonic acid phenol sil... Starting materials: CC1C(CCCC1)=O (2-methylcyclohexanone), C(C1=CC=CC=C1)=O (benzaldehyde), [OH-].[Na+] (sodium hydroxide), alcohol. The solvent is O (water). Product: CC1C(C(CCC1)=CC1=CC=CC=C1)=O (2-methyl-6-benzylidenecyclohexanone). RXN SMILES: [CH3:1][CH:2]1[CH2:7][CH2:6][CH2:5][CH2:4][C:3]1=[O:8].[CH:9](=O)[C:10]1[CH:15]=[CH:14][CH:13]=[CH:12][CH:11]=1.[OH-].[Na+]>O>[CH3:1][CH:2]1[CH2:7][CH2:6][CH2:5][C:4](=[CH:9][C:10]2[CH:15]=[CH:14][CH:13]=[CH:12][CH:11]=2)[C:3]1=[O:8] |f:2.3|. Procedure: It is also known to react 2-methylcyclohexanone with benzaldehyde in the presence of a solution of sodium hydroxide in a mixture of 37.5% by volume alcohol and 62% by volume water. In this way, it is possible over the course of 3 hours to obtain, in a yield of from 65 to 70%, 2-benzal-6-methylcyclohexanone (=2-methyl-6-benzylidenecyclohexanone (see J. Am. Chem. Soc. 65, 1317 (1943)). Disadvantages are the relatively low yield and the fact that the product is obtained as an oil which must be extr... Starting materials: C(C)(=O)NC(C(=O)OCC)(C(=O)[O-])CC1=CC(=CC=C1)C#N (ethyl 2-acetylamino-2-(3-cyanobenzyl)malonate), O (water), [I-].[Li+] (lithium iodide), CN(C=O)C (dimethylformamide). Run in C(C)(=O)OCC.C1CCCCC1 (ethyl acetate cyclohexane). Conditions: temperature 150 celsius, time 5 hour. Yields the product C(C)(=O)NC(C(=O)OCC)CC1=CC(=CC=C1)C#N (Ethyl (2RS)-2-acetylamino-3-(3-cyanophenyl)-propanoate). Reaction SMILES: [C:1]([NH:4][C:5]([CH2:14][C:15]1[CH:20]=[CH:19][CH:18]=[C:17]([C:21]#[N:22])[CH:16]=1)(C([O-])=O)[C:6]([O:8][CH2:9][CH3:10])=[O:7])(=[O:3])[CH3:2].[I-].[Li+].CN(C)C=O.O>C(OCC)(=O)C.C1CCCCC1>[C:1]([NH:4][CH:5]([CH2:14][C:15]1[CH:20]=[CH:19][CH:18]=[C:17]([C:21]#[N:22])[CH:16]=1)[C:6]([O:8][CH2:9][CH3:10])=[O:7])(=[O:3])[CH3:2] |f:1.2,5.6|. Reported procedure: The process is performed as in Example 5, starting with 14.9 g of ethyl 2-acetylamino-2-(3-cyanobenzyl)malonate, 30 g of anhydrous lithium iodide and 150 cm3 of dry dimethylformamide. After stirring for 5 hours at a temperature in the region of 150° C., the reaction mass is cooled to room temperature. 1500 cm3 of water are added and the mixture is extracted with 3 times 300 cm of ethyl acetate. The extracts are combined, dried over magnesium sulfate, filtered and concentrated under reduced press... Yields the product CC(C)c1cc(Oc2ccccc2)cc(C(C)C)c1N. RXN SMILES: [Br:16][c:17]1[cH:18][c:19]([CH:27]([CH3:28])[CH3:29])[c:20]([NH2:21])[c:22]([CH:24]([CH3:25])[CH3:26])[cH:23]1.[C:1](=[O:2])([O-:3])[O-:4].[C:37](=[O:38])([O-:39])[O-:40].[CH3:30][c:31]1[cH:32][cH:33][cH:34][cH:35][cH:36]1.[Cu+2:41].[K+:15].[K+:5].[K+:6].[OH-:14].[OH2:42].[OH:7][c:8]1[cH:9][cH:10][cH:11][cH:12][cH:13]1>>[O:7]([c:8]1[cH:9][cH:10][cH:11][cH:12][cH:13]1)[c:17]1[cH:18][c:19]([CH:27]([CH3:28])[CH3:29])[c:20]([NH2:21])[c:22]([CH:24]([CH3:25])[CH3:26])[cH:23]1. The reactants are CC(C)c1cc(Br)cc(C(C)C)c1N, O=C([O-])[O-], O=C([O-])[O-], Cc1ccccc1, [Cu+2], [K+], [K+], [K+], [OH-], O, Oc1ccccc1. Starting materials: Br (hydrobromic acid), 24/40, N(=O)[O-].[Na+] (sodium nitrite), C(C)OC(=O)C1=CN=C(S1)N (2-amino-5-thiazolecarboxylic acid ethyl ester), [N+](=O)(O)[O-] (nitric acid). Reagents/catalysts: [Cu] (copper). Run in O (water), P(O)(O)(O)=O (phosphoric acid). Run at temperature -10 celsius, time 35 minute. The product is C(C)OC(=O)C1=CN=C(S1)Br (2-bromo-5-thiazolecarboxylic acid ethyl ester). Isolated yield 52.0%. As a reaction SMILES: [CH2:1]([O:3][C:4]([C:6]1[S:10][C:9](N)=[N:8][CH:7]=1)=[O:5])[CH3:2].[N+]([O-])(O)=O.N([O-])=O.[Na+].[BrH:20]>P(=O)(O)(O)O.O.[Cu]>[CH2:1]([O:3][C:4]([C:6]1[S:10][C:9]([Br:20])=[N:8][CH:7]=1)=[O:5])[CH3:2] |f:2.3|. Procedure: The starting material can be prepared as follows: To a 500 mL 24/40 3-neck round bottom flask equiped with a mechanical stirrer, was charged 3.4 g (19.7 mmol) of 2-amino-5-thiazolecarboxylic acid ethyl ester (Ber., 1888, 21, 938), partially dissolved in 30 mL of concentrated phosphoric acid. The stirring mixture was cooled in an ice bath and then 9 mL of concentrated nitric acid was added slowly, followed by the dropwise addition of 2.85 g (41.3 mmol) of sodium nitrite in 5 mL of water. The mixt... Product: CCOC(=O)c1c(OC)nc2c(C)cc(C)cc2c1-c1ccccc1Cl. As a reaction SMILES: [C:26](=[O:27])([O-:28])[O-:29].[CH3:37][I:38].[Cl:1][c:2]1[c:3](-[c:8]2[c:9]([C:21](=[O:22])[O:23][CH2:24][CH3:25])[c:10](=[O:20])[nH:11][c:12]3[c:13]([CH3:19])[cH:14][c:15]([CH3:18])[cH:16][c:17]23)[cH:4][cH:5][cH:6][cH:7]1.[K+:30].[K+:31].[O:32]=[CH:33][N:34]([CH3:35])[CH3:36].[OH2:39]>>[Cl:1][c:2]1[c:3](-[c:8]2[c:9]([C:21](=[O:22])[O:23][CH2:24][CH3:25])[c:10]([O:20][CH3:26])[n:11][c:12]3[c:13]([CH3:19])[cH:14][c:15]([CH3:18])[cH:16][c:17]23)[cH:4][cH:5][cH:6][cH:7]1. Starting materials: O=C([O-])[O-], CI, CCOC(=O)c1c(-c2ccccc2Cl)c2cc(C)cc(C)c2[nH]c1=O, [K+], [K+], CN(C)C=O, O.